The task is: describe an organic reaction: reactants, conditions, products, and yield. This data is from the Open Reaction Database (ORD), a public repository of structured organic reaction records. Reactants: [Br-], CCCCCCCCCC[N+](C)(C)CCCCCCCCCC, CCCCCCCCCC[N+](C)(C)CCCCCCCCCC, CS(C)=O, ClC(Cl)Cl, O=C(O)C=Cc1ccccc1. Yields the product CCCCCCCCCC[N+](C)(C)CCCCCCCCCC, O=C([O-])C=Cc1ccccc1. Reaction SMILES: [Br-:39].[CH2:12]([CH2:13][CH2:14][CH2:15][CH2:16][CH2:17][CH2:18][CH2:19][CH2:20][CH3:21])[N+:22]([CH3:23])([CH3:24])[CH2:25][CH2:26][CH2:27][CH2:28][CH2:29][CH2:30][CH2:31][CH2:32][CH2:33][CH3:34].[CH2:40]([N+:41]([CH2:42][CH2:43][CH2:44][CH2:45][CH2:46][CH2:47][CH2:48][CH2:49][CH2:50][CH3:51])([CH3:52])[CH3:53])[CH2:54][CH2:55][CH2:56][CH2:57][CH2:58][CH2:59][CH2:60][CH2:61][CH3:62].[CH3:63][S:64]([CH3:65])=[O:66].[CH:35]([Cl:36])([Cl:37])[Cl:38].[OH:1][C:2](=[O:3])[CH:4]=[CH:5][c:6]1[cH:7][cH:8][cH:9][cH:10][cH:11]1>>[CH2:12]([CH2:13][CH2:14][CH2:15][CH2:16][CH2:17][CH2:18][CH2:19][CH2:20][CH3:21])[N+:22]([CH3:23])([CH3:24])[CH2:25][CH2:26][CH2:27][CH2:28][CH2:29][CH2:30][CH2:31][CH2:32][CH2:33][CH3:34].[O:1]=[C:2]([O-:3])[CH:4]=[CH:5][c:6]1[cH:7][cH:8][cH:9][cH:10][cH:11]1. The reactants are ClCC[C@H](O)C1=CC=CC=C1 ((S)-(−)-3-chloro-1-phenyl-1-propanol), CC(C(=O)NC1=CC(=CC=C1)C1CCNCC1)C (2-methyl-N-[3-(4-piperidinyl)phenyl]propanamide), C(C)(C)N(CC)C(C)C (diisopropylethylamine), N (NH3). The reagents and catalysts are [I-].C(CCC)[N+](CCCC)(CCCC)CCCC (tetrabutylammonium iodide). Solvent: O1CCOCC1 (dioxane), C(Cl)(Cl)Cl (CHCl3). Reaction conditions: temperature 90 celsius, time 72 hour. Product: O[C@@H](CCN1CCC(CC1)C=1C=C(C=CC1)NC(C(C)C)=O)C1=CC=CC=C1 (N-(3-{1-[(3S)-3-HYDROXY-3-PHENYLPROPYL]-4-PIPERIDINYL}PHENYL)-2-METHYLPROPANAMIDE). Isolated yield 40.2%. Reaction SMILES: Cl[CH2:2][CH2:3][C@@H:4]([C:6]1[CH:11]=[CH:10][CH:9]=[CH:8][CH:7]=1)[OH:5].[CH3:12][CH:13]([CH3:29])[C:14]([NH:16][C:17]1[CH:22]=[CH:21][CH:20]=[C:19]([CH:23]2[CH2:28][CH2:27][NH:26][CH2:25][CH2:24]2)[CH:18]=1)=[O:15].C(N(C(C)C)CC)(C)C.N>[I-].C([N+](CCCC)(CCCC)CCCC)CCC.C(Cl)(Cl)Cl.O1CCOCC1>[OH:5][C@H:4]([C:6]1[CH:11]=[CH:10][CH:9]=[CH:8][CH:7]=1)[CH2:3][CH2:2][N:26]1[CH2:27][CH2:28][CH:23]([C:19]2[CH:18]=[C:17]([NH:16][C:14](=[O:15])[CH:13]([CH3:12])[CH3:29])[CH:22]=[CH:21][CH:20]=2)[CH2:24][CH2:25]1 |f:4.5|. Procedure: A mixture of (S)-(−)-3-chloro-1-phenyl-1-propanol (0.426 g, 2.50 mmol, 99% ee), 2-methyl-N-[3-(4-piperidinyl)phenyl]propanamide (0.565 g, 2.00 mmol), diisopropylethylamine (1.29 g, 10.0 mmol), dioxane (5.0 mL) and catalytic amount of tetrabutylammonium iodide was stirred at 90° C. for 72 hrs. Chromatography using silica preparative TLC plates [2.5% of NH3 (2.0 M in methanol) in CHCl3] gave the desired product (306 mg, 39.3% yield) as a thick oil: 1H NMR (400 MHz, CDCl3) δ 7.46 (S, 1H), 7.42 (d, ... Starting materials: NCC1=NC(=C2N=CN(C2=N1)[C@@H]1O[C@@H]([C@H]([C@H]1O)O)COC)NCC(C1=CC=CC=C1)C1=CC=CC=C1 ((2R,3R,4S,5R)-2-{2-(Aminomethyl)-6-[(2,2-diphenylethyl)amino}-9H-purin-9-yl}-5-(methoxymethyl)tetrahydro-3,4-furandiol), C(C)(C)(C)NC(C=C)=O (N-(tert-butyl)acrylamide). Run in CO (methanol), ClCCl (dichloromethane). Run at time 24 hour. The product is C(C)(C)(C)NC(CCNCC1=NC(=C2N=CN(C2=N1)[C@@H]1O[C@@H]([C@H]([C@H]1O)O)COC)NCC(C1=CC=CC=C1)C1=CC=CC=C1)=O (N-(tert-Butyl)-3-[({9-[(2R,3R,4S,5R)-3,4-dihydroxy-5-(methoxymethyl)tetrahydro-2-furanyl]-6-[(2,2-diphenylethyl)amino]-9H-purin-2-yl}methyl)amino]propanamide). The yield is 48.2%. RXN SMILES: [NH2:1][CH2:2][C:3]1[N:11]=[C:10]2[C:6]([N:7]=[CH:8][N:9]2[C@H:12]2[C@H:16]([OH:17])[C@H:15]([OH:18])[C@@H:14]([CH2:19][O:20][CH3:21])[O:13]2)=[C:5]([NH:22][CH2:23][CH:24]([C:31]2[CH:36]=[CH:35][CH:34]=[CH:33][CH:32]=2)[C:25]2[CH:30]=[CH:29][CH:28]=[CH:27][CH:26]=2)[N:4]=1.[C:37]([NH:41][C:42](=[O:45])[CH:43]=[CH2:44])([CH3:40])([CH3:39])[CH3:38]>CO.ClCCl>[C:37]([NH:41][C:42](=[O:45])[CH2:43][CH2:44][NH:1][CH2:2][C:3]1[N:11]=[C:10]2[C:6]([N:7]=[CH:8][N:9]2[C@H:12]2[C@H:16]([OH:17])[C@H:15]([OH:18])[C@@H:14]([CH2:19][O:20][CH3:21])[O:13]2)=[C:5]([NH:22][CH2:23][CH:24]([C:31]2[CH:36]=[CH:35][CH:34]=[CH:33][CH:32]=2)[C:25]2[CH:26]=[CH:27][CH:28]=[CH:29][CH:30]=2)[N:4]=1)([CH3:40])([CH3:39])[CH3:38]. Procedure: (2R,3R,4S,5R)-2-{2-(Aminomethyl)-6-[(2,2-diphenylethyl)amino}-9H-purin-9-yl}-5-(methoxymethyl)tetrahydro-3,4-furandiol (example 1) (250 mg, 0.48 mmol) was dissolved in stirred methanol (10 ml) and N-(tert-butyl)acrylamide (62 mg, 0.48 mmol) added. The reaction mixture was stirred for 24 hr at room temperature and then heated at reflux for 120 hr, at which time all solvent had evaporated. The residual reaction mixture was dissolved in dichloromethane and the solvent removed under reduced pressure...